From a dataset of the Open Reaction Database (ORD), a public repository of structured organic reaction records. describe an organic reaction: reactants, conditions, products, and yield The reactants are C(C1=CC=CC=C1)OC(=O)N1[C@@H](CCC1)C1=NC2=C(N1)C1=CC3=C(C=C1C=C2)C2=CC=C(C=C2CO3)C3=CN=C(N3)[C@H]3N(C[C@H](C3)COC)C(=O)OC(C)(C)C (tert-butyl (2S,4S)-2-[5-(2-{(2S)-1-[(benzyloxy)carbonyl]pyrrolidin-2-yl}-1,11-dihydroisochromeno[4′,3′:6,7]naphtho[1,2-d]imidazol-9-yl)-1H-imidazol-2-yl]-4-(methoxymethyl)pyrrolidine-1-carboxylate), C(=O)(O)[O-].[Na+] (NaHCO3). Reagents/catalysts: [Pd] (Pd/C), [Pd] (Pd/C). Run in C(C)O (ethanol). Reaction conditions: time 4 hour. Product: COC[C@H]1C[C@H](N(C1)C(=O)OC(C)(C)C)C=1NC(=CN1)C1=CC=C2C(=C1)COC1=C2C=C2C=CC3=C(NC(=N3)[C@H]3NCCC3)C2=C1 (tert-butyl (2S,4S)-4-(methoxymethyl)-2-(5-{2-[(2S)-pyrrolidin-2-yl]-1,11-dihydroisochromeno[4′,3′:6,7]naphtho[1,2-d]imidazol-9-yl}-1H-imidazol-2-yl)pyrrolidine-1-carboxylate). Reaction SMILES: C(OC([N:11]1[CH2:15][CH2:14][CH2:13][C@H:12]1[C:16]1[NH:20][C:19]2[C:21]3[C:26]([CH:27]=[CH:28][C:18]=2[N:17]=1)=[CH:25][C:24]1[C:29]2[C:34]([CH2:35][O:36][C:23]=1[CH:22]=3)=[CH:33][C:32]([C:37]1[NH:41][C:40]([C@@H:42]3[CH2:46][C@H:45]([CH2:47][O:48][CH3:49])[CH2:44][N:43]3[C:50]([O:52][C:53]([CH3:56])([CH3:55])[CH3:54])=[O:51])=[N:39][CH:38]=1)=[CH:31][CH:30]=2)=O)C1C=CC=CC=1.C([O-])(O)=O.[Na+]>C(O)C.[Pd]>[CH3:49][O:48][CH2:47][C@@H:45]1[CH2:44][N:43]([C:50]([O:52][C:53]([CH3:56])([CH3:54])[CH3:55])=[O:51])[C@H:42]([C:40]2[NH:41][C:37]([C:32]3[CH:33]=[C:34]4[CH2:35][O:36][C:23]5[CH:22]=[C:21]6[C:26]([CH:27]=[CH:28][C:18]7[N:17]=[C:16]([C@@H:12]8[CH2:13][CH2:14][CH2:15][NH:11]8)[NH:20][C:19]=76)=[CH:25][C:24]=5[C:29]4=[CH:30][CH:31]=3)=[CH:38][N:39]=2)[CH2:46]1 |f:1.2|. Procedure details: A mixture of tert-butyl (2S,4S)-2-[5-(2-{(2S)-1-[(benzyloxy)carbonyl]pyrrolidin-2-yl}-1,11-dihydroisochromeno[4′,3′:6,7]naphtho[1,2-d]imidazol-9-yl)-1H-imidazol-2-yl]-4-(methoxymethyl)pyrrolidine-1-carboxylate (724 mg, 0.96 mmol) and 70 mg 10% Pd/C in 20 mL ethanol was hydrogenated at 1 atm overnight. Additional 10% Pd/C (300 mg) and a portion of solid NaHCO3 was added and hydrogenation continued for 4 hours. Filtration through celite and concentration of the filtrate under reduced pressure gave... Reactants: S(O)(O)(=O)=O (sulphuric acid), C(=O)(O)C1OC2=CC=CC=C2CC1 (2-carboxychroman), CO (methanol). The product is COC(=O)C1OC2=CC=CC=C2CC1 (2-methoxycarbonylchroman). Yield: 96.0%. RXN SMILES: S(=O)(=O)(O)O.[C:6]([CH:9]1[CH2:18][CH2:17][C:16]2[C:11](=[CH:12][CH:13]=[CH:14][CH:15]=2)[O:10]1)([OH:8])=[O:7].[CH3:19]O>>[CH3:19][O:7][C:6]([CH:9]1[CH2:18][CH2:17][C:16]2[C:11](=[CH:12][CH:13]=[CH:14][CH:15]=2)[O:10]1)=[O:8]. Reported procedure: 14.2 ml of sulphuric acid (100% strength) are added to a solution of 70.34 g (0.39 mol) of 2-carboxychroman in 1400 ml of methanol and the whole is boiled under reflux for 4 hours. After cooling, the reaction mixture is concentrated by evaporation in vacuo and the residue is dissolved in diethyl ether and washed with water, cold saturated sodium hydrogen carbonate solution and again with water. The ethereal phase is dried over sodium sulphate and concentrated by evaporation in vacuo. 72.8 g (96%... Starting materials: O=C([O-])[O-], CONC(=O)c1ccccc1, CC#N, C#CCOCCl, [K+], [K+], O. The product is C#CCOCN(OC)C(=O)c1ccccc1. As a reaction SMILES: [C:12](=[O:13])([O-:14])[O-:15].[CH3:1][O:2][NH:3][C:4]([c:5]1[cH:6][cH:7][cH:8][cH:9][cH:10]1)=[O:11].[CH3:25][C:26]#[N:27].[Cl:18][CH2:19][O:20][CH2:21][C:22]#[CH:23].[K+:16].[K+:17].[OH2:24]>>[CH3:1][O:2][N:3]([C:4]([c:5]1[cH:6][cH:7][cH:8][cH:9][cH:10]1)=[O:11])[CH2:19][O:20][CH2:21][C:22]#[CH:23]. Yields the product O=C(Cl)N1Cc2ccccc2C1. As a reaction SMILES: [CH2:10]1[N:11]([C:20](=[O:21])[Cl:22])[CH2:12][CH2:13][c:14]2[cH:15][cH:16][cH:17][cH:18][c:19]21.[CH2:1]1[c:2]2[c:3]([cH:4][cH:5][cH:6][cH:7]2)[CH2:8][NH:9]1>>[CH2:10]1[N:11]([C:20](=[O:21])[Cl:22])[CH2:13][c:14]2[cH:15][cH:16][cH:17][cH:18][c:19]21. Reactants: O=C(Cl)N1CCc2ccccc2C1, c1ccc2c(c1)CNC2. The reactants are CO, [K+], NC(C(=O)O)c1ccc(O)c(CCl)c1, N#C[S-]. The product is N#CSCc1cc(C(N)C(=O)O)ccc1O. Reaction SMILES: [CH3:19][OH:20].[K+:15].[NH2:1][CH:2]([C:3](=[O:4])[OH:5])[c:6]1[cH:7][c:8]([CH2:13][Cl:14])[c:9]([OH:12])[cH:10][cH:11]1.[S-:16][C:17]#[N:18]>>[NH2:1][CH:2]([C:3](=[O:4])[OH:5])[c:6]1[cH:7][c:8]([CH2:13][S:16][C:17]#[N:18])[c:9]([OH:12])[cH:10][cH:11]1. Procedure: Starting from 0.61 g (0.0031 mol) of 5-acetylamino-2-tetralone and 0.9 g (0.006 mol) of 2 (2-furyl)ethylamine-hydrochloride the title compound is obtained analogously to Example 4.1.11 in a yield of 0.8 g (77.1% of theory) and with a melting point of 256° C., which increases to 257° C. after recrystallisation from methanol/ether. The product is Cl.C(C)(=O)NC1=C2CCC(CC2=CC=C1)NCCC=1OC=CC1 (5-Acetylamino-2-[2-(2-furyl)-ethyl-amino]-tetralinehydrochloride). Reaction SMILES: [C:1]([NH:4][C:5]1[CH:14]=[CH:13][CH:12]=[C:11]2[C:6]=1[CH2:7][CH2:8][C:9](=O)[CH2:10]2)(=[O:3])[CH3:2].[NH2:16][CH2:17][CH2:18][C:19]1C=C[C:23]([OH:24])=[C:21](O)[CH:20]=1.[ClH:27].O1C=CC=C1CCN>>[ClH:27].[C:1]([NH:4][C:5]1[CH:14]=[CH:13][CH:12]=[C:11]2[C:6]=1[CH2:7][CH2:8][CH:9]([NH:16][CH2:17][CH2:18][C:19]1[O:24][CH:23]=[CH:21][CH:20]=1)[CH2:10]2)(=[O:3])[CH3:2] |f:2.3,4.5|. Starting materials: C(C)(=O)NC1=C2CCC(CC2=CC=C1)=O (5-acetylamino-2-tetralone), NCCC1=CC(O)=C(O)C=C1 (dopamine), Cl.O1C(=CC=C1)CCN ((2-furyl)ethylamine-hydrochloride). Reactants: C([C@@H](O)[C@H](O)C(=O)O)(=O)O (D-(−)-tartaric acid), C(C1=CC=CC=C1)OC(C(C)(OC1=CC(=CC=C1)C1CNCCC1)C)=O (2-methyl-2-(3-piperidin-3-yl-phenoxy)-propionic acid benzyl ester), C([C@@H](O)[C@H](O)C(=O)O)(=O)O (D-(−)-tartaric acid). The solvent is CC(CC)=O (2-butanone), CC(CC)=O (2-butanone). Yields the product C(=O)(O)[C@@H](O)[C@H](O)C(=O)O.C(C1=CC=CC=C1)OC(C(C)(OC1=CC(=CC=C1)[C@@H]1CNCCC1)C)=O ((R)-2-methyl-2-(3-piperidin-3-yl-phenoxy)-propionic acid benzyl ester-(D)-tartrate salt). Isolated yield 75.7%. Reaction SMILES: [C:1]([OH:10])(=[O:9])[C@H:2]([C@@H:4]([C:6]([OH:8])=[O:7])[OH:5])[OH:3].[CH2:11]([O:18][C:19](=[O:36])[C:20]([CH3:35])([O:22][C:23]1[CH:28]=[CH:27][CH:26]=[C:25]([CH:29]2[CH2:34][CH2:33][CH2:32][NH:31][CH2:30]2)[CH:24]=1)[CH3:21])[C:12]1[CH:17]=[CH:16][CH:15]=[CH:14][CH:13]=1>CC(=O)CC>[C:6]([C@H:4]([C@@H:2]([C:1]([OH:10])=[O:9])[OH:3])[OH:5])([OH:8])=[O:7].[CH2:11]([O:18][C:19](=[O:36])[C:20]([CH3:21])([O:22][C:23]1[CH:28]=[CH:27][CH:26]=[C:25]([C@H:29]2[CH2:34][CH2:33][CH2:32][NH:31][CH2:30]2)[CH:24]=1)[CH3:35])[C:12]1[CH:17]=[CH:16][CH:15]=[CH:14][CH:13]=1 |f:3.4|. Procedure: D-(−)-tartaric acid (3.80 g, 25.3 mmol) was suspended in 105 mL of 2-butanone containing 2.5% water, then the suspension was warmed to reflux to give a clear solution. (R)-enriched 2-methyl-2-(3-piperidin-3-yl-phenoxy)-propionic acid benzyl ester (9.10 g, 25.7 mmol) was dissolved in 15 mL of of 2-butanone containing 2.5% water and was then added to the refluxing solution of D-(−)-tartaric acid. The reaction solution stirred at reflux for 15 minutes, then cooled slowly to room temperature and sti... The reactants are FC=1C=C(C=C2CCC(C12)(C)C)N=C(C1=CC=CC=C1)C1=CC=CC=C1 (N-(7-fluoro-1,1-dimethyl-2,3-dihydro-1H-inden-5-yl)-1,1-diphenylmethanimine), Cl (hydrochloric acid), [OH-].[Na+] (sodium hydroxide). The solvent is C1CCOC1 (THF). Run at time 30 minute. Yields the product FC=1C=C(C=C2CCC(C12)(C)C)N (7-fluoro-1,1-dimethyl-2,3-dihydro-1H-inden-5-amine). Reaction SMILES: [F:1][C:2]1[CH:3]=[C:4]([N:13]=C(C2C=CC=CC=2)C2C=CC=CC=2)[CH:5]=[C:6]2[C:10]=1[C:9]([CH3:12])([CH3:11])[CH2:8][CH2:7]2.Cl.[OH-].[Na+]>C1COCC1>[F:1][C:2]1[CH:3]=[C:4]([NH2:13])[CH:5]=[C:6]2[C:10]=1[C:9]([CH3:11])([CH3:12])[CH2:8][CH2:7]2 |f:2.3|. Procedure: To a solution of the crude N-(7-fluoro-1,1-dimethyl-2,3-dihydro-1H-inden-5-yl)-1,1-diphenylmethanimine in THF (30 mL) was added LM hydrochloric acid (29 mL, 29.17 mmol) at room temperature, and the mixture was stirred at room temperature for 30 min. The pH of the reaction mixture was adjusted to >7 with sodium hydroxide, and the mixture was extracted with ethyl acetate (×2). The organic layer was washed with 10% brine, dried over sodium sulfate, and concentrated under reduced pressure to give th... The reactants are ClC1=CC=C(C(C(=O)O)=C1)O (5-chloro salicylic acid), C(C)(=O)OC(C)=O (acetic anhydride). Reagents/catalysts: S(O)(O)(=O)=O (sulfuric acid). Conditions: temperature 40 celsius. The product is C(C)(=O)OC1=C(C(=O)O)C=C(C=C1)Cl (2-acetoxy-5-chlorobenzoic acid). Reaction SMILES: [Cl:1][C:2]1[CH:10]=[C:6]([C:7]([OH:9])=[O:8])[C:5]([OH:11])=[CH:4][CH:3]=1.[C:12](OC(=O)C)(=[O:14])[CH3:13]>S(=O)(=O)(O)O>[C:12]([O:11][C:5]1[CH:4]=[CH:3][C:2]([Cl:1])=[CH:10][C:6]=1[C:7]([OH:9])=[O:8])(=[O:14])[CH3:13]. Procedure: -- A mixture of 86 g (0.5 mole) of 5-chloro salicylic acid and 102 g (1.0 mole) of acetic anhydride was warmed to 40°C. With stirring, 5 drops of conc. sulfuric acid are added, which causes an exothermic reaction. The mixture is stirred for 1/2 hour at 60°C. then poured into ice. The solid is filtered, washed with water and air dried, mp 146°-8°C, and is used as is for the next step.